This data is from the Open Reaction Database (ORD), a public repository of structured organic reaction records. The task is: describe an organic reaction: reactants, conditions, products, and yield The reactants are C(CCC)C=1C=C2C=CC=NC2=C(C1)OC1CCNCC1 (6-Butyl-8-(4-piperidinyloxy)quinoline), CS(=O)(=O)CCCBr (3-bromopropyl methyl sulfone), C([O-])(O)=O.[Na+] (sodium bicarbonate), CS(=O)(=O)CCCCl (3-chloropropyl methyl sulfone), C(CCC)C=1C=C2C=CC=NC2=C(C1)OC1CCNCC1 (6-Butyl-8-(4-piperidinyloxy)quinoline), [I-].[Na+] (sodium iodide), CS(=O)(=O)CCCCl (3-chloropropyl methyl sulfone). Run in CO (methanol), CN(C)C=O (DMF), CN(C)C=O (DMF). Conditions: temperature 150 celsius. The product is Cl.Cl.C(CCC)C=1C=C2C=CC=NC2=C(C1)OC1CCN(CC1)CCCS(=O)(=O)C (6-Butyl-8-({1-[3-(methylsulfonyl)propyl]-4-piperidinyl}oxy)quinoline, dihydrochloride salt). Yield: 18.0%. RXN SMILES: [CH2:1]([C:5]1[CH:6]=[C:7]2[C:12](=[C:13]([O:15][CH:16]3[CH2:21][CH2:20][NH:19][CH2:18][CH2:17]3)[CH:14]=1)[N:11]=[CH:10][CH:9]=[CH:8]2)[CH2:2][CH2:3][CH3:4].[I-].[Na+].C(=O)(O)[O-].[Na+].[CH3:29][S:30]([CH2:33][CH2:34][CH2:35]Br)(=[O:32])=[O:31].CS(CCC[Cl:44])(=O)=O>CN(C=O)C.CO>[ClH:44].[ClH:44].[CH2:1]([C:5]1[CH:6]=[C:7]2[C:12](=[C:13]([O:15][CH:16]3[CH2:17][CH2:18][N:19]([CH2:35][CH2:34][CH2:33][S:30]([CH3:29])(=[O:32])=[O:31])[CH2:20][CH2:21]3)[CH:14]=1)[N:11]=[CH:10][CH:9]=[CH:8]2)[CH2:2][CH2:3][CH3:4] |f:1.2,3.4,9.10.11|. Procedure details: A mixture of 6-butyl-8-(4-piperidinyloxy)quinoline (for example, as prepared for Intermediate 4) (80 mg, 0.28 mmol), sodium iodide (30 mg, 0.2 mmol) and sodium bicarbonate (110 mg, 1.3 mmol) in DMF (2 ml) was treated with a solution of mixture of 3-bromopropyl methyl sulfone and 3-chloropropyl methyl sulfone (for example, as prepared for Intermediate 19) (124 mg) in DMF (0.5 ml) and the mixture was heated at 150° C. for 15 min in a Smith Creator™ microwave oven. The reaction mixture was applied ... Reactants: C=CC(Cc1ccccc1)C(=O)N1C(=O)OCC1Cc1ccccc1, C=CC[Si](C)(C)C, ClC(Cl)Cl, ClCCl. The product is C[Si](C)(C)CC=CC(Cc1ccccc1)C(=O)N1C(=O)OCC1Cc1ccccc1. RXN SMILES: [CH2:1]([c:2]1[cH:3][cH:4][cH:5][cH:6][cH:7]1)[CH:8]1[N:9]([C:14]([CH:15]([CH:16]=[CH2:17])[CH2:18][c:19]2[cH:20][cH:21][cH:22][cH:23][cH:24]2)=[O:25])[C:10](=[O:13])[O:11][CH2:12]1.[CH2:26]([CH:27]=[CH2:28])[Si:29]([CH3:30])([CH3:31])[CH3:32].[Cl:33][CH:34]([Cl:35])[Cl:36].[Cl:37][CH2:38][Cl:39]>>[CH2:1]([c:2]1[cH:3][cH:4][cH:5][cH:6][cH:7]1)[CH:8]1[N:9]([C:14]([CH:15]([CH:16]=[CH:17][CH2:26][Si:29]([CH3:30])([CH3:31])[CH3:32])[CH2:18][c:19]2[cH:20][cH:21][cH:22][cH:23][cH:24]2)=[O:25])[C:10](=[O:13])[O:11][CH2:12]1. Starting materials: CC(=O)C (acetone), N (ammonia), C(C)OC(=O)OC1=CC=C(C=C1)/C=C/C(=O)OCCCCOC(C(=C)C)=O (4-methacryloyloxybutyl (E)-3-(4-ethoxycarbonyloxyphenyl)acrylate). Solvent: N1=CC=CC=C1 (pyridine). Run at time 12 hour. The product is OC1=CC=C(C=C1)/C=C/C(=O)OCCCCOC(C(=C)C)=O (4-methacryloyloxybutyl (E)-3-(4-hydroxyphenyl)acrylate). As a reaction SMILES: C(OC([O:6][C:7]1[CH:12]=[CH:11][C:10](/[CH:13]=[CH:14]/[C:15]([O:17][CH2:18][CH2:19][CH2:20][CH2:21][O:22][C:23](=[O:27])[C:24]([CH3:26])=[CH2:25])=[O:16])=[CH:9][CH:8]=1)=O)C.CC(C)=O.N>N1C=CC=CC=1>[OH:6][C:7]1[CH:12]=[CH:11][C:10](/[CH:13]=[CH:14]/[C:15]([O:17][CH2:18][CH2:19][CH2:20][CH2:21][O:22][C:23](=[O:27])[C:24]([CH3:26])=[CH2:25])=[O:16])=[CH:9][CH:8]=1. Reported procedure: 5 g of 4-methacryloyloxybutyl (E)-3-(4-ethoxycarbonyloxyphenyl)acrylate were dissolved in 40 ml of pyridine and treated at room temperature with a mixture of 60 ml of acetone and 7 ml of 25% aqueous ammonia solution. The reaction mixture was stirred at room temperature for 12 hours. After distillation of the acetone the mixture was neutralized with 2N hydrochloric acid, diluted with 100 ml of water and subsequently extracted 3 times with 100 ml of diethyl ether each time. The combined organic ph... Starting materials: N#Cc1c(-c2ccc([N+](=O)[O-])cc2)c[nH]c1N, [Na+], [OH-], O=S(=O)(O)O. The product is NC(=O)c1c(-c2ccc([N+](=O)[O-])cc2)c[nH]c1N. Reaction SMILES: [NH2:1][c:2]1[nH:3][cH:4][c:5](-[c:9]2[cH:10][cH:11][c:12]([N+:15](=[O:16])[O-:17])[cH:13][cH:14]2)[c:6]1[C:7]#[N:8].[Na+:19].[OH-:18].[S:20](=[O:21])(=[O:22])([OH:23])[OH:24]>>[NH2:1][c:2]1[nH:3][cH:4][c:5](-[c:9]2[cH:10][cH:11][c:12]([N+:15](=[O:16])[O-:17])[cH:13][cH:14]2)[c:6]1[C:7]([NH2:8])=[O:18]. Starting materials: C(C)(C)[Li] (Isopropyllithium), BrC=1C=C(C=CC1)C(=NS(=O)C(C)(C)C)C1=C(C=CC=C1)C#N (N-[(3-bromophenyl)(2-cyanophenyl)methylene]-2-methylpropane-2-sulfinamide), O1CCCC1 (tetrahydrofuran). The solvent is CO (methanol). Conditions: time 2 hour. Yields the product N (ammonia), C(C)(=O)O.BrC=1C=C(C=CC1)C1(N=C(C2=CC=CC=C12)N)C(C)C (1-(3-Bromophenyl)-1-isopropyl-1H-isoindol-3-amine acetate). The yield is 4.5%. As a reaction SMILES: [CH:1]([Li])([CH3:3])[CH3:2].[Br:5][C:6]1[CH:7]=[C:8]([C:12]([C:20]2[CH:25]=[CH:24][CH:23]=[CH:22][C:21]=2[C:26]#[N:27])=[N:13]S(C(C)(C)C)=[O:15])[CH:9]=[CH:10][CH:11]=1.[O:28]1[CH2:32][CH2:31]CC1>CO>[NH3:13].[C:32]([OH:28])(=[O:15])[CH3:31].[Br:5][C:6]1[CH:7]=[C:8]([C:12]2([CH:1]([CH3:3])[CH3:2])[C:20]3[C:21](=[CH:22][CH:23]=[CH:24][CH:25]=3)[C:26]([NH2:27])=[N:13]2)[CH:9]=[CH:10][CH:11]=1 |f:5.6|. Reported procedure: Isopropyllithium (0.88 mL, 0.616 mmol, 0.7 M in pentane) was drop wise added to N-[(3-bromophenyl)(2-cyanophenyl)methylene]-2-methylpropane-2-sulfinamide (Scheme #5, N) (0.200 g, 0.514 mmol) in tetrahydrofuran (5 mL) at −78° C. The temperature was allowed to rise to −25° C. after 2 h of stirring. The reaction was quenched with water (2 mL) and extracted with ethyl acetate. The organic phase was washed (water and brine), dried over magnesium sulfate and concentrated. The residue was dissolved in ... RXN SMILES: BrC1C=CC(CCC(C2C=CC=CC=2)=O)=C(F)C=1.[Br:19][C:20]1[CH:25]=[CH:24][C:23]([CH2:26][CH2:27]/[C:28](/[C:35]2[CH:40]=[CH:39][CH:38]=[CH:37][CH:36]=2)=[CH:29]/[C:30]([O:32][CH2:33][CH3:34])=[O:31])=[C:22]([F:41])[CH:21]=1>>[Br:19][C:20]1[CH:25]=[CH:24][C:23]([CH2:26][CH2:27]/[C:28](/[C:35]2[CH:36]=[CH:37][CH:38]=[CH:39][CH:40]=2)=[CH:29]\[C:30]([O:32][CH2:33][CH3:34])=[O:31])=[C:22]([F:41])[CH:21]=1. The product is BrC1=CC(=C(C=C1)CC\C(=C/C(=O)OCC)\C1=CC=CC=C1)F ((E)-ethyl 5-(4-bromo-2-fluorophenyl)-3-phenylpent-2-enoate). Reactants: BrC1=CC(=C(C=C1)CCC(=O)C1=CC=CC=C1)F (3-(4-bromo-2-fluorophenyl)-1-phenylpropan-1-one), BrC1=CC(=C(C=C1)CC/C(=C/C(=O)OCC)/C1=CC=CC=C1)F ((Z)-ethyl 5-(4-bromo-2-fluorophenyl)-3-phenylpent-2-enoate). Reported procedure: By a procedure similar to that of example 1.85.3, starting from 3-(4-bromo-2-fluorophenyl)-1-phenylpropan-1-one, (Z)-ethyl 5-(4-bromo-2-fluorophenyl)-3-phenylpent-2-enoate and (E)-ethyl 5-(4-bromo-2-fluorophenyl)-3-phenylpent-2-enoate were obtained as colourless oils.